Dataset: the Open Reaction Database (ORD), a public repository of structured organic reaction records. Task: describe an organic reaction: reactants, conditions, products, and yield Starting materials: C(C)(C)(C)C=1C=C(C(=O)OC)C=C(C1)CO (Methyl 3-tert-butyl-5-hydroxymethylbenzoate), BrCCCOC1OCCCC1 (2-(3-bromopropoxy)-tetrahydropyran). Product: C(C)(C)(C)C=1C=C(C(=O)OC)C=C(C1)COCCCOC1OCCCC1 (methyl 3-tert-butyl-5-[3-(tetrahydropyran-2-yloxy)propoxymethyl]benzoate). Reaction SMILES: [C:1]([C:5]1[CH:6]=[C:7]([CH:12]=[C:13]([CH2:15][OH:16])[CH:14]=1)[C:8]([O:10][CH3:11])=[O:9])([CH3:4])([CH3:3])[CH3:2].Br[CH2:18][CH2:19][CH2:20][O:21][CH:22]1[CH2:27][CH2:26][CH2:25][CH2:24][O:23]1>>[C:1]([C:5]1[CH:6]=[C:7]([CH:12]=[C:13]([CH2:15][O:16][CH2:18][CH2:19][CH2:20][O:21][CH:22]2[CH2:27][CH2:26][CH2:25][CH2:24][O:23]2)[CH:14]=1)[C:8]([O:10][CH3:11])=[O:9])([CH3:4])([CH3:2])[CH3:3]. Reported procedure: Methyl 3-tert-butyl-5-hydroxymethylbenzoate (3.5 g) was reacted with 2-(3-bromopropoxy)-tetrahydropyran analogously to O5.063 to give methyl 3-tert-butyl-5-[3-(tetrahydropyran-2-yloxy)propoxymethyl]benzoate, and the latter was subsequently converted to the title compound according to the sequence O4.059 to O2.059. 1.75 g of the title compound were obtained. Starting materials: Cc1cc(C)c(CNC(=O)c2cc(C3=CC(C)(C)NC(C)(C)C3)nc3c2cnn3C2CCN(C(=O)OC(C)(C)C)CC2)c(=O)[nH]1, ClCCl, O=C(O)C(F)(F)F. The product is Cc1cc(C)c(CNC(=O)c2cc(C3=CC(C)(C)NC(C)(C)C3)nc3c2cnn3C2CCNCC2)c(=O)[nH]1. RXN SMILES: [CH3:1][c:2]1[c:3]([CH2:10][NH:11][C:12](=[O:13])[c:14]2[c:15]3[c:16]([n:17][c:18]([C:20]4=[CH:25][C:24]([CH3:26])([CH3:27])[NH:23][C:22]([CH3:28])([CH3:29])[CH2:21]4)[cH:19]2)[n:30]([CH:33]2[CH2:34][CH2:35][N:36]([C:39]([O:40][C:41]([CH3:42])([CH3:43])[CH3:44])=[O:45])[CH2:37][CH2:38]2)[n:31][cH:32]3)[c:4](=[O:9])[nH:5][c:6]([CH3:8])[cH:7]1.[Cl:46][CH2:47][Cl:48].[F:49][C:50]([F:51])([F:52])[C:53]([OH:54])=[O:55]>>[CH3:1][c:2]1[c:3]([CH2:10][NH:11][C:12](=[O:13])[c:14]2[c:15]3[c:16]([n:17][c:18]([C:20]4=[CH:25][C:24]([CH3:26])([CH3:27])[NH:23][C:22]([CH3:28])([CH3:29])[CH2:21]4)[cH:19]2)[n:30]([CH:33]2[CH2:34][CH2:35][NH:36][CH2:37][CH2:38]2)[n:31][cH:32]3)[c:4](=[O:9])[nH:5][c:6]([CH3:8])[cH:7]1. The reactants are Cl.CN(CCCN=C=NCC)C (1-(3-dimethylaminopropyl)-3-ethylcarbodiimide hydrochloride), CN(C)C1=NC=CC=C1 (dimethylaminopyridine), C(C)#N (acetonitrile), N1(NCCCCCCC1)C1CCCCCCCC1 (diazabicyclononane), O (water). Run at temperature 100 celsius. Product: ClC1=CC=C2C(=N1)NC=C2C(=O)N2CCN1CCC2CC1 (6-Chloro-3-(1,4-diazabicyclo[3.2.2]non-4-ylcarbonyl)-1H-pyrrolo[2,3-b]pyridine). RXN SMILES: [ClH:1].CN(C)CCCN=C=NCC.C[N:14]([C:16]1[CH:21]=[CH:20][CH:19]=[CH:18][N:17]=1)[CH3:15].[C:22](#[N:24])[CH3:23].[N:25]1([CH:34]2[CH2:42][CH2:41][CH2:40][CH2:39]CCCC2)[CH2:33][CH2:32]CCCCCN1.[OH2:43]>>[Cl:1][C:18]1[N:17]=[C:16]2[NH:14][CH:15]=[C:23]([C:22]([N:24]3[CH:41]4[CH2:42][CH2:34][N:25]([CH2:39][CH2:40]4)[CH2:33][CH2:32]3)=[O:43])[C:21]2=[CH:20][CH:19]=1 |f:0.1|. Procedure details: 375 mg (2 mmol) of the derivative from the preceding step, 760 mg (4 mmol) of 1-(3-dimethylaminopropyl)-3-ethylcarbodiimide hydrochloride, 50 mg of dimethylaminopyridine, 5 ml of acetonitrile and 500 mg (4 mmol) of diazabicyclononane are placed in a microwave tube (Personal Chemistry), and the tube is stoppered and heated at 100° C. for 10 minutes. The mixture is immersed in 50 ml of water and extracted with dichloromethane, and the organic phase is evaporated. By trituration in isopropyl ether,... Starting materials: oxide, B(F)(F)F.CCOCC (borontrifluoride etherate), COC1=NC(=NC(=C1)OC)NC(=NS(=O)(=O)C=1C=NC=CC1)SC (N-(4,6-dimethoxypyrimidin-2-yl)-N'-(3-pyridinylsulfonyl)carbamimidothioic acid, methyl ester). Solvent: O1CCCC1 (tetrahydrofuran). Conditions: time 20 minute. Yields the product COC1=NC(=NC(=C1)OC)NC(=O)NS(=O)(=O)C=1C=NC=CC1 (N-[(4,6-dimethoxypyrimidin-2-yl)aminocarbonyl]-3-pyridinesulfonamide). RXN SMILES: B(F)(F)F.CC[O:7]CC.[CH3:10][O:11][C:12]1[CH:17]=[C:16]([O:18][CH3:19])[N:15]=[C:14]([NH:20][C:21](SC)=[N:22][S:23]([C:26]2[CH:27]=[N:28][CH:29]=[CH:30][CH:31]=2)(=[O:25])=[O:24])[N:13]=1>O1CCCC1>[CH3:10][O:11][C:12]1[CH:17]=[C:16]([O:18][CH3:19])[N:15]=[C:14]([NH:20][C:21]([NH:22][S:23]([C:26]2[CH:27]=[N:28][CH:29]=[CH:30][CH:31]=2)(=[O:25])=[O:24])=[O:7])[N:13]=1 |f:0.1|. Procedure: To 8 ml of 15% aqueous tetrahydrofuran was added with stirring 0.8 g of mercuric acid oxide and 0.56 ml of borontrifluoride etherate. The mixture was stirred for 20 minutes, and then 0.8 g of N-(4,6-dimethoxypyrimidin-2-yl)-N'-(3-pyridinylsulfonyl)carbamimidothioic acid, methyl ester was added. The slurry was stirred at room temperature for 1 hour, filtered, and the solid was rinsed with 50 ml of water, followed by 40 ml of dichloromethane, and dried to give 0.3 g of the desired product, m.p. 17... Reactants: COC(=O)CC1(c2ccc(NC(c3ccccc3)c3ccccc3)cc2)CCc2ccccc21, O, O=C(O)C(F)(F)F. Product: COC(=O)CC1(c2ccc(N)cc2)CCc2ccccc21. As a reaction SMILES: [CH3:1][O:2][C:3]([CH2:4][C:5]1([c:14]2[cH:15][cH:16][c:17]([NH:20][CH:21]([c:22]3[cH:23][cH:24][cH:25][cH:26][cH:27]3)[c:28]3[cH:29][cH:30][cH:31][cH:32][cH:33]3)[cH:18][cH:19]2)[CH2:6][CH2:7][c:8]2[cH:9][cH:10][cH:11][cH:12][c:13]21)=[O:34].[OH2:42].[OH:35][C:36]([C:37]([F:38])([F:39])[F:40])=[O:41]>>[CH3:1][O:2][C:3]([CH2:4][C:5]1([c:14]2[cH:15][cH:16][c:17]([NH2:20])[cH:18][cH:19]2)[CH2:6][CH2:7][c:8]2[cH:9][cH:10][cH:11][cH:12][c:13]21)=[O:34]. Starting materials: C1(=CC=C(C=C1)S(=O)(=O)O)C (p-toluenesulfonic acid), C(C)(S)S (ethanedithiol), ethylenethioketal, OC[C@]12CCC(C[C@@H]1CC[C@H]1[C@@H]3CCC[C@@]3(C)CC[C@H]21)=O (19-hydroxy-5α-androstan-3-one), 3-ethylenethioketal, B(F)(F)F.CCOCC (boron trifluoride etherate). The reagents and catalysts are [Ni] (Raney nickel). The product is 5α-androstan-19ols, C[C@@]12CCC[C@H]1[C@@H]1CC[C@H]3CCCC[C@]3(CO)[C@H]1CC2 (5α-androstan-19-ol). RXN SMILES: [OH:1][CH2:2][C@@:3]12[C@@H:20]3[C@H:11]([C@H:12]4[C@@:16]([CH2:18][CH2:19]3)([CH3:17])[CH2:15][CH2:14][CH2:13]4)[CH2:10][CH2:9][C@H:8]1[CH2:7][C:6](=O)[CH2:5][CH2:4]2.C(S)(S)C.C1(C)C=CC(S(O)(=O)=O)=CC=1.B(F)(F)F.CCOCC>[Ni]>[CH3:17][C@:16]12[CH2:18][CH2:19][C@H:20]3[C@@H:11]([CH2:10][CH2:9][C@@H:8]4[C@:3]3([CH2:2][OH:1])[CH2:4][CH2:5][CH2:6][CH2:7]4)[C@@H:12]1[CH2:13][CH2:14][CH2:15]2 |f:3.4|. Procedure details: The 3-deoxy series of 5α-androstan-19ols is prepared by converting the 19-hydroxy-5α-androstan-3-one to its 3-ethylenethioketal by reaction with ethanedithiol and an acid catalyst, such as p-toluenesulfonic acid or boron trifluoride etherate. The ethylenethioketal is then desulfurized with Raney nickel to yield the 5α-androstan-19-ol. A Jones oxidation or Pfitzner-Moffatt oxidation results in the formation of the corresponding 5α-androstan19-one. Reactants: [Cl-].CN(C)[NH+]=CCl (Dimethylaminochloromethyleneammonium chloride), O1CCCC1 (tetrahydrofuran), NC=1SC=C(N1)/C(/C(=O)O)=N/OC ((Z)-2-(2-aminothiazol-4-yl)-2-methoxyiminoacetic acid), CO (methanol), saturated aqueous solution, C(O)([O-])=O.[Na+] (sodium hydrogencarbonate). Run at temperature -3 celsius, time 40 minute. Yields the product CN(C)C=NC=1SC=C(N1)/C(/C(=O)OC)=N/OC (methyl (Z)-2-(2-dimethylaminomethylidenaminothiazol-4-yl)-2-methoxyiminoacetate). The yield is 95.0%. RXN SMILES: [Cl-].[CH3:2][N:3]([NH+]=CCl)[CH3:4].[NH2:8][C:9]1[S:10][CH:11]=[C:12](/[C:14](=[N:18]/[O:19][CH3:20])/C(O)=O)[N:13]=1.[CH3:21][OH:22].[C:23](=[O:26])([O-])O.[Na+].O1CCC[CH2:29]1>>[CH3:2][N:3]([CH:4]=[N:8][C:9]1[S:10][CH:11]=[C:12](/[C:14](=[N:18]/[O:19][CH3:20])/[C:21]([O:26][CH3:23])=[O:22])[N:13]=1)[CH3:29] |f:0.1,4.5|. Reported procedure: Dimethylaminochloromethyleneammonium chloride (400 mg, 3.1 mmol) was dissolved in 10 ml of tetrahydrofuran, followed by cooling to -3° C. The solution was used with 300 mg (1.5 mmol) of (Z)-2-(2-aminothiazol-4-yl)-2-methoxyiminoacetic acid and the mixture so obtained was stirred for 40 minutes. After the resulting mixture was added with 10 ml of methanol and was then stirred for 10 minutes at room temperature, the mixture was poured into 50 ml of a saturated aqueous solution of sodium hydrogenca... Reactants: C(C)OC(C(CNC1=CC=CC=C1)C)=O ((rac)-2-methyl-3-phenylamino-propanoic acid ethyl ester), ClC1=NC=C(C(=N1)Cl)[N+](=O)[O-] (2,4-dichloro-5-nitro-pyrimidine), C(C)(C)N(C(C)C)CC (N,N-diisopropylethylamine). The solvent is C(C)(=O)OCC (ethyl acetate). Reaction conditions: time 2 hour. Product: C(C)OC(C(CN(C1=CC=CC=C1)C1=NC(=NC=C1[N+](=O)[O-])Cl)C)=O ((rac)-3-[(2-chloro-5-nitro-pyrimidin-4-yl)-phenyl-amino]-2-methyl-propanoic acid ethyl ester). Isolated yield 100.0%. Reaction SMILES: [CH2:1]([O:3][C:4](=[O:15])[CH:5]([CH3:14])[CH2:6][NH:7][C:8]1[CH:13]=[CH:12][CH:11]=[CH:10][CH:9]=1)[CH3:2].[Cl:16][C:17]1[N:22]=[C:21](Cl)[C:20]([N+:24]([O-:26])=[O:25])=[CH:19][N:18]=1.C(N(CC)C(C)C)(C)C>C(OCC)(=O)C>[CH2:1]([O:3][C:4](=[O:15])[CH:5]([CH3:14])[CH2:6][N:7]([C:19]1[C:20]([N+:24]([O-:26])=[O:25])=[CH:21][N:22]=[C:17]([Cl:16])[N:18]=1)[C:8]1[CH:13]=[CH:12][CH:11]=[CH:10][CH:9]=1)[CH3:2]. Reported procedure: To a mixture of 1.70 g (0.0082 mole) of (rac)-2-methyl-3-phenylamino-propanoic acid ethyl ester, 1.7 g (0.0088 mole) of 2,4-dichloro-5-nitro-pyrimidine and 60 mL of ethyl acetate, was added 4.24 mL (0.0246 mole) of N,N-diisopropylethylamine. The mixture was stirred at room temperature for 2 hours, and then washed with successively with water and brine, dried over anhydrous magnesium sulfate and concentrated under reduced pressure. The residue was purified by silica gel chromatography eluting wit... The reactants are C1CCOC1, COCCC1(C(=O)NC(Cc2ccc(-c3cc(Cl)cn(C)c3=O)cc2)C(=O)OC)CCCC1, CC(=O)O, [Li+], [OH-], O, O. Yields the product COCCC1(C(=O)NC(Cc2ccc(-c3cc(Cl)cn(C)c3=O)cc2)C(=O)O)CCCC1. As a reaction SMILES: [CH2:41]1[O:42][CH2:43][CH2:44][CH2:45]1.[CH3:1][O:2][C:3]([CH:4]([NH:5][C:6](=[O:7])[C:8]1([CH2:13][CH2:14][O:15][CH3:16])[CH2:9][CH2:10][CH2:11][CH2:12]1)[CH2:17][c:18]1[cH:19][cH:20][c:21](-[c:24]2[c:25](=[O:32])[n:26]([CH3:31])[cH:27][c:28]([Cl:30])[cH:29]2)[cH:22][cH:23]1)=[O:33].[CH3:37][C:38](=[O:39])[OH:40].[Li+:36].[OH-:35].[OH2:34].[OH2:46]>>[O:2]=[C:3]([CH:4]([NH:5][C:6](=[O:7])[C:8]1([CH2:13][CH2:14][O:15][CH3:16])[CH2:9][CH2:10][CH2:11][CH2:12]1)[CH2:17][c:18]1[cH:19][cH:20][c:21](-[c:24]2[c:25](=[O:32])[n:26]([CH3:31])[cH:27][c:28]([Cl:30])[cH:29]2)[cH:22][cH:23]1)[OH:33].